Dataset: the Open Reaction Database (ORD), a public repository of structured organic reaction records. Task: describe an organic reaction: reactants, conditions, products, and yield Starting materials: O=S(=O)(O)c1ccc(OCc2ccccc2)cc1, [Na], CN(C)C=O, O=S(Cl)Cl. The product is O=S(=O)(Cl)c1ccc(OCc2ccccc2)cc1. RXN SMILES: [CH2:6]([c:7]1[cH:8][cH:9][cH:10][cH:11][cH:12]1)[O:13][c:14]1[cH:15][cH:16][c:17]([S:20](=[O:21])(=[O:22])[OH:23])[cH:18][cH:19]1.[Na:5].[O:24]=[CH:25][N:26]([CH3:27])[CH3:28].[S:1]([Cl:2])([Cl:3])=[O:4]>>[Cl:3][S:20]([c:17]1[cH:16][cH:15][c:14]([O:13][CH2:6][c:7]2[cH:8][cH:9][cH:10][cH:11][cH:12]2)[cH:19][cH:18]1)(=[O:21])=[O:23]. Reactants: Cl.FC1=CC(=CC(=N1)N1CCNCC1)C (1-(6-Fluoro-4-methyl-2-pyridyl)piperazine hydrochloride), C(C)O (ethanol), [Na] (sodium). Run at time 5 minute. Yields the product C(C)OC1=CC(=CC(=N1)N1CCNCC1)C (1-(6-Ethoxy-4-methyl-2-pyridyl)piperazine). As a reaction SMILES: Cl.F[C:3]1[N:8]=[C:7]([N:9]2[CH2:14][CH2:13][NH:12][CH2:11][CH2:10]2)[CH:6]=[C:5]([CH3:15])[CH:4]=1.[Na].[CH2:17]([OH:19])[CH3:18]>>[CH2:17]([O:19][C:3]1[N:8]=[C:7]([N:9]2[CH2:14][CH2:13][NH:12][CH2:11][CH2:10]2)[CH:6]=[C:5]([CH3:15])[CH:4]=1)[CH3:18] |f:0.1,^1:15|. Reported procedure: 1-(6-Fluoro-4-methyl-2-pyridyl)piperazine hydrochloride (80 mg, 0.34 mmol) was dissolved in anhydrous ethanol (1.5 ml), sodium (50 mg, 1.96 mmol) was added and the mixture was stirred for five minutes at room temperature and then at 140° C. for one hour under microwave heating in a closed vial. The mixture was filtered through kieselguhr, the filtrate was concentrated under reduced pressure and the residue was treated with acetonitrile and then ethylacetate. The liquids were separated from solid...